Dataset: the Open Reaction Database (ORD), a public repository of structured organic reaction records. Task: describe an organic reaction: reactants, conditions, products, and yield Reactants: COC(=O)c1ccc(Br)c(OC)c1, Cc1ccccc1, CCO, [Na+], [Na+], O=C([O-])[O-], O, Cc1ccccc1B(O)O. Product: COC(=O)c1ccc(-c2ccccc2C)c(OC)c1. RXN SMILES: [Br:8][c:9]1[c:10]([O:19][CH3:20])[cH:11][c:12]([C:13](=[O:14])[O:15][CH3:16])[cH:17][cH:18]1.[CH3:1][c:2]1[cH:3][cH:4][cH:5][cH:6][cH:7]1.[CH3:38][CH2:39][OH:40].[Na+:31].[Na+:32].[O-:33][C:34](=[O:35])[O-:36].[OH2:37].[c:21]1([CH3:22])[cH:23][cH:24][cH:25][cH:26][c:27]1[B:28]([OH:29])[OH:30]>>[CH3:1][c:2]1[c:3](-[c:9]2[c:10]([O:19][CH3:20])[cH:11][c:12]([C:13](=[O:14])[O:15][CH3:16])[cH:17][cH:18]2)[cH:4][cH:5][cH:6][cH:7]1. The reactants are CCOC(C)=O, N#Cc1cc2nncn2cc1-c1ccc(Cl)cc1Cl, O=C1CCC(=O)N1Cl, CN(C)C=O. The product is N#Cc1cc2nnc(Cl)n2cc1-c1ccc(Cl)cc1Cl. RXN SMILES: [CH3:33][CH2:34][O:35][C:36]([CH3:37])=[O:38].[Cl:1][c:2]1[c:3](-[c:9]2[c:10]([C:18]#[N:19])[cH:11][c:12]3[n:13]([cH:14]2)[cH:15][n:16][n:17]3)[cH:4][cH:5][c:6]([Cl:8])[cH:7]1.[Cl:20][N:21]1[C:22](=[O:23])[CH2:24][CH2:25][C:26]1=[O:27].[O:28]=[CH:29][N:30]([CH3:31])[CH3:32]>>[Cl:1][c:2]1[c:3](-[c:9]2[c:10]([C:18]#[N:19])[cH:11][c:12]3[n:13]([cH:14]2)[c:15]([Cl:20])[n:16][n:17]3)[cH:4][cH:5][c:6]([Cl:8])[cH:7]1. Starting materials: CC=CC(=O)N1CCOC1=O, Cc1ccccc1, [Cl-], Nc1ccc(C(F)(F)F)cc1, [NH4+]. The product is CC(CC(=O)N1CCOC1=O)Nc1ccc(C(F)(F)F)cc1. As a reaction SMILES: [C:12]([CH:13]=[CH:14][CH3:15])(=[O:16])[N:17]1[C:18](=[O:22])[O:19][CH2:20][CH2:21]1.[CH3:25][c:26]1[cH:27][cH:28][cH:29][cH:30][cH:31]1.[Cl-:23].[F:1][C:2]([c:3]1[cH:4][cH:5][c:6]([NH2:7])[cH:8][cH:9]1)([F:10])[F:11].[NH4+:24]>>[F:1][C:2]([c:3]1[cH:4][cH:5][c:6]([NH:7][CH:14]([CH2:13][C:12](=[O:16])[N:17]2[C:18](=[O:22])[O:19][CH2:20][CH2:21]2)[CH3:15])[cH:8][cH:9]1)([F:10])[F:11]. Procedure details: A solution of 2,3,4,5-tetrahydro-4,4-dimethyl-5-phenyl-1H-3-benzazepine (7.54 g., 0.03 mole) and 15 ml. of 36% aqueous formaldehyde in 25 ml. of 90% formic acid is refluxed for 8 hours. After the solution is concentrated to a low volume, ice and K2CO3 are added to pH 8.5 and extracted twice with 50 ml. of ethyl acetate. The combined organic extracts were washed, dried (Na2SO4) and evaporated to dryness in vacuo. Crystallization of the residue from isopropanol gives 6.0 g. (76% yield) of pure pro... Reactants: CC1(C(C2=C(CCN1)C=CC=C2)C2=CC=CC=C2)C (2,3,4,5-tetrahydro-4,4-dimethyl-5-phenyl-1H-3-benzazepine), C=O (formaldehyde). The solvent is C(=O)O (formic acid). Yields the product CC1(N(CCC2=C(C1C1=CC=CC=C1)C=CC=C2)C)C (2,3,4,5-Tetrahydro-2,2,3-trimethyl-1-phenyl-1H-3-benzazepine). The yield is 76.0%. RXN SMILES: [CH3:1][C:2]1([CH3:19])[NH:8][CH2:7][CH2:6][C:5]2[CH:9]=[CH:10][CH:11]=[CH:12][C:4]=2[CH:3]1[C:13]1[CH:18]=[CH:17][CH:16]=[CH:15][CH:14]=1.[CH2:20]=O>C(O)=O>[CH3:1][C:2]1([CH3:19])[CH:3]([C:13]2[CH:18]=[CH:17][CH:16]=[CH:15][CH:14]=2)[C:4]2[CH:12]=[CH:11][CH:10]=[CH:9][C:5]=2[CH2:6][CH2:7][N:8]1[CH3:20].